This data is from the Open Reaction Database (ORD), a public repository of structured organic reaction records. The task is: describe an organic reaction: reactants, conditions, products, and yield Starting materials: ClCCl, COC(=O)CC(c1ccc(C#N)cc1)n1cncc1CO. The product is COC(=O)CC(c1ccc(C#N)cc1)n1cncc1C=O. Reaction SMILES: [Cl:22][CH2:23][Cl:24].[OH:1][CH2:2][c:3]1[cH:4][n:5][cH:6][n:7]1[CH:8]([CH2:9][C:10](=[O:11])[O:12][CH3:13])[c:14]1[cH:15][cH:16][c:17]([C:20]#[N:21])[cH:18][cH:19]1>>[O:1]=[CH:2][c:3]1[cH:4][n:5][cH:6][n:7]1[CH:8]([CH2:9][C:10](=[O:11])[O:12][CH3:13])[c:14]1[cH:15][cH:16][c:17]([C:20]#[N:21])[cH:18][cH:19]1. Starting materials: S(C#N)CC(CS(=O)(=O)N)(C)C (3-thiocyanato-2,2-dimethyl-1-propanesulfonamide), [BH4-].[Na+] (sodium borohydride). Solvent: C(C)O (ethanol). Yields the product SCC(CS(=O)(=O)N)(C)C (3-mercapto-2,2,-dimethyl-1-propanesulfonamide). The yield is 16.8%. Reaction SMILES: [S:1]([CH2:4][C:5]([CH3:12])([CH3:11])[CH2:6][S:7]([NH2:10])(=[O:9])=[O:8])C#N.[BH4-].[Na+]>C(O)C>[SH:1][CH2:4][C:5]([CH3:12])([CH3:11])[CH2:6][S:7]([NH2:10])(=[O:9])=[O:8] |f:1.2|. Procedure details: To a solution of 5.15 g of 3-thiocyanato-2,2-dimethyl-1-propanesulfonamide in 100 ml of ethanol was little by little added 0.79 g of sodium borohydride with stirring and nitrogen gas atmosphere, taking an hour. The reaction mixture was refluxed for an hour and concentrated under reduced pressure. To the residue were added 20 ml of water and 30 ml of 1N-hydrochloric acid. The organic layer was collected, and the aqueous layer was washed with ethyl acetate (50 ml×3). The combined organic layers we... Reactants: C(C)(=O)O (acetic acid), O (water), C(C)(=O)S[C@H]1C[C@H](N(C1)C(=O)OCC1=CC=C(C=C1)[N+](=O)[O-])COCCF ((2S,4S)-4-acetylthio-2-(2-fluoroethyloxymethyl)-1-(4-nitrobenzyloxycarbonyl)pyrrolidine), solution, C[O-].[Na+] (sodium methoxide). Solvent: C(C)(=O)OCC (ethyl acetate), CO (methanol), CO (methanol). Conditions: time 1 hour. Product: FCCOC[C@H]1N(C[C@H](C1)S)C(=O)OCC1=CC=C(C=C1)[N+](=O)[O-] ((2S,4S)-2-(2-fluoroethyloxymethyl)-4-mercapto-1-(4-nitrobenzyloxycarbonyl)pyrrolidine). The yield is 59.8%. As a reaction SMILES: C([S:4][C@@H:5]1[CH2:9][N:8]([C:10]([O:12][CH2:13][C:14]2[CH:19]=[CH:18][C:17]([N+:20]([O-:22])=[O:21])=[CH:16][CH:15]=2)=[O:11])[C@H:7]([CH2:23][O:24][CH2:25][CH2:26][F:27])[CH2:6]1)(=O)C.C[O-].[Na+].C(O)(=O)C.O>CO.C(OCC)(=O)C>[F:27][CH2:26][CH2:25][O:24][CH2:23][C@@H:7]1[CH2:6][C@H:5]([SH:4])[CH2:9][N:8]1[C:10]([O:12][CH2:13][C:14]1[CH:15]=[CH:16][C:17]([N+:20]([O-:22])=[O:21])=[CH:18][CH:19]=1)=[O:11] |f:1.2|. Procedure: To a solution of (2S,4S)-4-acetylthio-2-(2-fluoroethyloxymethyl)-1-(4-nitrobenzyloxycarbonyl)pyrrolidine (1.70 g) in methanol (35 ml) was dropwise added a 28% solution (1.2 ml) of sodium methoxide in methanol at -10°~-5° C. in a nitrogen stream, followed by stirring at the same temperature for 1 hour. To the mixture was added acetic acid (0.4 ml) at -10°~-5° C. The mixture was concentrated under reduced pressure to give a residue. The residue was poured into a mixture of water (50 ml) and ethyl ... Reactants: OC1=CC2=CC(=CC=C2C=C1)O (2,7-dihydroxynaphthalene), C1=CC(=CC=C1N)O (p-aminophenol), I(=O)(=O)(=O)O (periodic acid). Run in CC(=O)C (acetone), CC(=O)C (acetone). The product is OC1=CC2=CC(=CC=C2C=C1)O.C1=CC(=CC=C1N)O (2,7-dihydroxynaphthalene p-aminophenol). As a reaction SMILES: [OH:1][C:2]1[CH:11]=[CH:10][C:9]2[C:4](=[CH:5][C:6]([OH:12])=[CH:7][CH:8]=2)[CH:3]=1.[CH:13]1[C:18]([NH2:19])=[CH:17][CH:16]=[C:15]([OH:20])[CH:14]=1.I(O)(=O)(=O)=O>CC(C)=O>[OH:1][C:2]1[CH:11]=[CH:10][C:9]2[C:4](=[CH:5][C:6]([OH:12])=[CH:7][CH:8]=2)[CH:3]=1.[CH:17]1[C:18]([NH2:19])=[CH:13][CH:14]=[C:15]([OH:20])[CH:16]=1 |f:4.5|. Procedure details: To 10 liter of acetone were added 50 g of 2,7-dihydroxynaphthalene, 50 g of p-aminophenol and 10 g of periodic acid. The mixture obtained was reacted at 80° C. for 5 hours, and the resulting reaction mixture was cooled to give a solution of 2,7-dihydroxynaphthalene-p-aminophenol condensate in acetone. The reactants are CN(C)c1cccc2c1C(=O)OC2=O, CC(=O)O, COc1ccc(C(N)CS(C)(=O)=O)cc1OC1CCCC1. Yields the product COc1ccc(C(CS(C)(=O)=O)N2C(=O)c3cccc(N(C)C)c3C2=O)cc1OC1CCCC1. As a reaction SMILES: [CH3:22][N:23]([c:24]1[c:25]2[c:26]([cH:32][cH:33][cH:34]1)[C:27](=[O:28])[O:29][C:30]2=[O:31])[CH3:35].[CH3:36][C:37](=[O:38])[OH:39].[CH:1]1([O:6][c:7]2[cH:8][c:9]([CH:15]([CH2:16][S:17](=[O:18])(=[O:19])[CH3:20])[NH2:21])[cH:10][cH:11][c:12]2[O:13][CH3:14])[CH2:2][CH2:3][CH2:4][CH2:5]1>>[CH:1]1([O:6][c:7]2[cH:8][c:9]([CH:15]([CH2:16][S:17](=[O:18])(=[O:19])[CH3:20])[N:21]3[C:27](=[O:28])[c:26]4[c:25]([c:24]([N:23]([CH3:22])[CH3:35])[cH:34][cH:33][cH:32]4)[C:30]3=[O:29])[cH:10][cH:11][c:12]2[O:13][CH3:14])[CH2:2][CH2:3][CH2:4][CH2:5]1. Reactants: CC(=O)N(c1ccc(Cl)cc1)C1CC(C)N(C(=O)c2ccc(CNCCC(=O)OC(C)(C)C)cc2)c2ccccc21, ClCCl, O=C(O)C(F)(F)F. The product is O=C(O)C(F)(F)F, CC(=O)N(c1ccc(Cl)cc1)C1CC(C)N(C(=O)c2ccc(CNCCC(=O)O)cc2)c2ccccc21. RXN SMILES: [C:1]([CH3:2])([CH3:3])([CH3:4])[O:5][C:6]([CH2:7][CH2:8][NH:9][CH2:10][c:11]1[cH:12][cH:13][c:14]([C:17](=[O:18])[N:19]2[CH:20]([CH3:40])[CH2:21][CH:22]([N:29]([c:30]3[cH:31][cH:32][c:33]([Cl:36])[cH:34][cH:35]3)[C:37]([CH3:38])=[O:39])[c:23]3[cH:24][cH:25][cH:26][cH:27][c:28]32)[cH:15][cH:16]1)=[O:41].[CH2:49]([Cl:50])[Cl:51].[F:42][C:43]([C:44](=[O:45])[OH:46])([F:47])[F:48]>>[F:42][C:43]([C:44](=[O:45])[OH:46])([F:47])[F:48].[O:5]=[C:6]([CH2:7][CH2:8][NH:9][CH2:10][c:11]1[cH:12][cH:13][c:14]([C:17](=[O:18])[N:19]2[CH:20]([CH3:40])[CH2:21][CH:22]([N:29]([c:30]3[cH:31][cH:32][c:33]([Cl:36])[cH:34][cH:35]3)[C:37]([CH3:38])=[O:39])[c:23]3[cH:24][cH:25][cH:26][cH:27][c:28]32)[cH:15][cH:16]1)[OH:41]. Product: CC(=O)N1CCN(c2cccc(-c3cnc4[nH]cc(C(=O)C(C)(C)C)c4n3)c2)CC1(C)C. As a reaction SMILES: [CH3:1][C:2]1([CH3:29])[CH2:3][N:4]([c:8]2[cH:9][c:10](-[c:14]3[n:15][c:16]4[c:17]([n:18][cH:19]3)[nH:20][cH:21][c:22]4[C:23]([C:24]([CH3:25])([CH3:26])[CH3:27])=[O:28])[cH:11][cH:12][cH:13]2)[CH2:5][CH2:6][NH:7]1.[CH3:36][C:37](=[O:38])[O:39][C:40](=[O:41])[CH3:42].[Cl:45][CH2:46][Cl:47].[Na+:44].[OH-:43].[cH:30]1[cH:31][cH:32][n:33][cH:34][cH:35]1>>[CH3:1][C:2]1([CH3:29])[CH2:3][N:4]([c:8]2[cH:9][c:10](-[c:14]3[n:15][c:16]4[c:17]([n:18][cH:19]3)[nH:20][cH:21][c:22]4[C:23]([C:24]([CH3:25])([CH3:26])[CH3:27])=[O:28])[cH:11][cH:12][cH:13]2)[CH2:5][CH2:6][N:7]1[C:37]([CH3:36])=[O:38]. Starting materials: CC1(C)CN(c2cccc(-c3cnc4[nH]cc(C(=O)C(C)(C)C)c4n3)c2)CCN1, CC(=O)OC(C)=O, ClCCl, [Na+], [OH-], c1ccncc1. Reactants: [Si](C1=CC=CC=C1)(C1=CC=CC=C1)(C(C)(C)C)OCC1=NC=C(C(=C1N1C[C@H](O[C@H](C1)C)C)Cl)F ((2R,6S)-4-(2-((tert-butyldiphenylsilyloxy)methyl)-4-chloro-5-fluoropyridin-3-yl)-2,6-dimethylmorpholine), [Si](C1=CC=CC=C1)(C1=CC=CC=C1)(C(C)(C)C)OCC1=NC=C(C(=C1N1C[C@H](O[C@H](C1)C)C)Cl)F ((2R,6S)-4-(2-((tert-butyldiphenylsilyloxy)methyl)-4-chloro-5-fluoropyridin-3-yl)-2,6-dimethylmorpholine), BrC=1SC(=CN1)C=O (2-bromothiazole-5-carbaldehyde). Product: BrC=1SC(=CN1)C(O)C1=NC(=C(C(=C1F)Cl)N1C[C@H](O[C@H](C1)C)C)CO[Si](C1=CC=CC=C1)(C1=CC=CC=C1)C(C)(C)C ((2-bromothiazol-5-yl)(6-((tert-butyldiphenylsilyloxy)methyl)-4-chloro-5-((2R,6S)-2,6-dimethylmorpholino)-3-fluoropyridin-2-yl)methanol). RXN SMILES: [Si:1]([O:18][CH2:19][C:20]1[C:25]([N:26]2[CH2:31][C@H:30]([CH3:32])[O:29][C@H:28]([CH3:33])[CH2:27]2)=[C:24]([Cl:34])[C:23]([F:35])=[CH:22][N:21]=1)([C:14]([CH3:17])([CH3:16])[CH3:15])([C:8]1[CH:13]=[CH:12][CH:11]=[CH:10][CH:9]=1)[C:2]1[CH:7]=[CH:6][CH:5]=[CH:4][CH:3]=1.[Br:36][C:37]1[S:38][C:39]([CH:42]=[O:43])=[CH:40][N:41]=1>>[Br:36][C:37]1[S:38][C:39]([CH:42]([C:22]2[C:23]([F:35])=[C:24]([Cl:34])[C:25]([N:26]3[CH2:31][C@H:30]([CH3:32])[O:29][C@H:28]([CH3:33])[CH2:27]3)=[C:20]([CH2:19][O:18][Si:1]([C:14]([CH3:17])([CH3:15])[CH3:16])([C:8]3[CH:13]=[CH:12][CH:11]=[CH:10][CH:9]=3)[C:2]3[CH:3]=[CH:4][CH:5]=[CH:6][CH:7]=3)[N:21]=2)[OH:43])=[CH:40][N:41]=1. Reported procedure: Starting materials: 2R,6S)-4-(2-((tert-butyldiphenylsilyloxy)methyl)-4-chloro-5-fluoropyridin-3-yl)-2,6-dimethylmorpholine (Intermediate 45) and 2-bromothiazole-5-carbaldehyde. The reactants are CN(C(N(C)C)=NC)C (pentamethyl guanidine), C(#N)CCP(CCC#N)=O (bis(2-cyanoethyl)phosphine oxide), CC(=O)C (acetone). The solvent is C(C)N(CC)CC (triethyl amine). Yields the product CC(C)(O)P(CCC#N)(CCC#N)=O (1,1-Dimethylhydroxymethylbis(2-cyanoethyl)-phosphine oxide). Yield: 88.0%. As a reaction SMILES: [C:1]([CH2:3][CH2:4][PH:5](=[O:10])[CH2:6][CH2:7][C:8]#[N:9])#[N:2].[CH3:11][C:12]([CH3:14])=[O:13].CN(C)C(=NC)N(C)C>C(N(CC)CC)C>[CH3:11][C:12]([P:5](=[O:10])([CH2:6][CH2:7][C:8]#[N:9])[CH2:4][CH2:3][C:1]#[N:2])([OH:13])[CH3:14]. Procedure details: To a mixture of 0.1 mol of bis(2-cyanoethyl)phosphine oxide and 0.1 mol of acetone was added 1.0 gram of either triethyl amine or pentamethyl guanidine. The mixture was heated for 2 hours at steam bath temperatures. The resulting solid was filtered and recrystallized from acetone to give an 88% yield of product, m.p. 124°-125° C.